From a dataset of the Open Reaction Database (ORD), a public repository of structured organic reaction records. describe an organic reaction: reactants, conditions, products, and yield Starting materials: crude material, C(=O)(C(F)(F)F)O (TFA), COC1=C(C=CC(=C1)C(F)(F)F)N1C2=C(OCC1=O)C=C(C=C2)S(=O)(=O)Cl (4-(2-methoxy-4-(trifluoromethyl)phenyl)-3-oxo-3,4-dihydro-2H-benzo[b][1,4]oxazine-7-sulfonyl chloride), COC1=CC=C(CNC2=NC=NS2)C=C1 (N-(4-methoxybenzyl)-1,2,4-thiadiazol-5-amine), C[Si](C)(C)[N-][Si](C)(C)C.[Li+] (lithium bis(trimethylsilyl)amide). Run in C(Cl)Cl (DCM), C1CCOC1 (THF), CCOC(=O)C (EtOAc), [Cl-].[Na+].O (brine). Conditions: time 30 minute. Yields the product COC1=C(C=CC(=C1)C(F)(F)F)N1C2=C(OCC1=O)C=C(C=C2)S(=O)(=O)NC2=NC=NS2 (4-(2-methoxy-4-(trifluoromethyl)phenyl)-3-oxo-N-(1,2,4-thiadiazol-5-yl)-3,4-dihydro-2H-benzo[b][1,4]oxazine-7-sulfonamide). Isolated yield 57.5%. As a reaction SMILES: [CH3:1][O:2][C:3]1[CH:8]=[C:7]([C:9]([F:12])([F:11])[F:10])[CH:6]=[CH:5][C:4]=1[N:13]1[C:18](=[O:19])[CH2:17][O:16][C:15]2[CH:20]=[C:21]([S:24](Cl)(=[O:26])=[O:25])[CH:22]=[CH:23][C:14]1=2.COC1C=CC(C[NH:35][C:36]2[S:40][N:39]=[CH:38][N:37]=2)=CC=1.C[Si]([N-][Si](C)(C)C)(C)C.[Li+].C(O)(C(F)(F)F)=O>CCOC(C)=O.[Cl-].[Na+].O.C(Cl)Cl.C1COCC1>[CH3:1][O:2][C:3]1[CH:8]=[C:7]([C:9]([F:12])([F:11])[F:10])[CH:6]=[CH:5][C:4]=1[N:13]1[C:18](=[O:19])[CH2:17][O:16][C:15]2[CH:20]=[C:21]([S:24]([NH:35][C:36]3[S:40][N:39]=[CH:38][N:37]=3)(=[O:26])=[O:25])[CH:22]=[CH:23][C:14]1=2 |f:2.3,6.7.8|. Procedure: To a vial charged with 4-(2-methoxy-4-(trifluoromethyl)phenyl)-3-oxo-3,4-dihydro-2H-benzo[b][1,4]oxazine-7-sulfonyl chloride (120 mg, 0.285 mmol) and N-(4-methoxybenzyl)-1,2,4-thiadiazol-5-amine (69.3 mg, 0.313 mmol) was added THF (948 μl) and the mixture cooled in a dry ice bath at −78 C. Then lithium bis(trimethylsilyl)amide (341 μl, 0.341 mmol) was added dropwise. The mixture was stirred at −78 C for 30 min, then warmed to 0 C for 30 min until conversion to the product by LCMS. The solution w... The solvent is C(C)(=O)O (acetic acid). The reactants are C(C)O (ethanol), C(C1=CC=CC=C1)N1CC(OCC1)COS(=O)(=O)C1=CC=C(C=C1)C (4-benzyl-2-toluene-p-sulphonyloxymethylmorpholine), [H][H] (hydrogen), [H][H] (hydrogen). RXN SMILES: C([N:8]1[CH2:13][CH2:12][O:11][CH:10]([CH2:14][O:15][S:16]([C:19]2[CH:24]=[CH:23][C:22]([CH3:25])=[CH:21][CH:20]=2)(=[O:18])=[O:17])[CH2:9]1)C1C=CC=CC=1.[H][H].C([OH:30])C>C(O)(=O)C.[Pd]>[C:14]([OH:15])(=[O:30])[CH3:10].[C:22]1([CH3:25])[CH:21]=[CH:20][C:19]([S:16]([O:15][CH2:14][CH:10]2[O:11][CH2:12][CH2:13][NH:8][CH2:9]2)(=[O:17])=[O:18])=[CH:24][CH:23]=1 |f:5.6|. The reagents and catalysts are [Pd] (palladium on carbon). Procedure: A solution of 4-benzyl-2-toluene-p-sulphonyloxymethylmorpholine (18.75 g.) in glacial acetic acid (50 ml.) is shaken in an atmosphere of hydrogen with palladium on carbon catalyst (0.5 g.; 5%) until no more hydrogen is absorbed (ca. 1.1 1.). The catalyst is then removed by filtration and the filtrate is evaporated under reduced pressure to give a colourless syrup which, on addition of ethanol, solidifies. Crystallisation from ethanol gives 2-toluene-p-sulphonyloxymethylmorpholine acetate, m.p. 1... The product is C(C)(=O)O.C1(=CC=C(C=C1)S(=O)(=O)OCC1CNCCO1)C (2-toluene-p-sulphonyloxymethylmorpholine acetate). Starting materials: ClC1=C(C=CC=C1)SC1CCN(CC1)S(=O)(=O)C1=CC=C(C=C1)C (4-[(2-chlorophenyl)thio]-1-[(4-methylphenyl)sulfonyl]piperidine), C1(=CC=CC=C1)O (phenol), [OH-].[Na+] (sodium hydroxide). Solvent: ice water, Br (hydrobromic acid). The product is Cl.ClC1=C(C=CC=C1)SC1CCNCC1 (4-[(2-Chlorophenyl)thio]piperidine monohydrochloride). RXN SMILES: [Cl:1][C:2]1[CH:7]=[CH:6][CH:5]=[CH:4][C:3]=1[S:8][CH:9]1[CH2:14][CH2:13][N:12](S(C2C=CC(C)=CC=2)(=O)=O)[CH2:11][CH2:10]1.C1(O)C=CC=CC=1.[OH-].[Na+]>Br>[ClH:1].[Cl:1][C:2]1[CH:7]=[CH:6][CH:5]=[CH:4][C:3]=1[S:8][CH:9]1[CH2:14][CH2:13][NH:12][CH2:11][CH2:10]1 |f:2.3,5.6|. Procedure details: A mixture of 88.76 g (0.23 mole) of 4-[(2-chlorophenyl)thio]-1-[(4-methylphenyl)sulfonyl]piperidine, 47.0 g (0.50 mole) of phenol and 200 ml of 48% hydrobromic acid was refluxed for 1.5 hr. The reaction mixture was cooled to room temperature and diluted with ice water. The mixture was made alkaline with 50% sodium hydroxide and extracted with diethyl ether. The ether phase was extracted with 1N sulfuric acid. The acidic layer was made alkaline and extracted with methylene chloride. The methylene... Reaction SMILES: [NH:1]1[CH:5]=[C:4]([C:6]2[CH:22]=[CH:21][C:9]3[C:10]4[N:11]=[C:12]([C:18]([OH:20])=O)[S:13][C:14]=4[CH2:15][CH2:16][O:17][C:8]=3[CH:7]=2)[CH:3]=[N:2]1.[N:23]1[CH:28]=[CH:27][C:26]([N:29]2[CH2:35][CH2:34][CH2:33][NH:32][CH2:31][CH2:30]2)=[CH:25][CH:24]=1>>[NH:1]1[CH:5]=[C:4]([C:6]2[CH:22]=[CH:21][C:9]3[C:10]4[N:11]=[C:12]([C:18]([N:32]5[CH2:33][CH2:34][CH2:35][N:29]([C:26]6[CH:27]=[CH:28][N:23]=[CH:24][CH:25]=6)[CH2:30][CH2:31]5)=[O:20])[S:13][C:14]=4[CH2:15][CH2:16][O:17][C:8]=3[CH:7]=2)[CH:3]=[N:2]1. The product is N1N=CC(=C1)C1=CC2=C(C=3N=C(SC3CCO2)C(=O)N2CCN(CCC2)C2=CC=NC=C2)C=C1 ([8-(1H-Pyrazol-4-yl)-4,5-dihydro-6-oxa-3-thia-1-aza-benzo[e]azulen-2-yl]-(4-pyridin-4-yl-[1,4]diazepan-1-yl)-methanone). The reactants are N1N=CC(=C1)C1=CC2=C(C=3N=C(SC3CCO2)C(=O)O)C=C1 (8-(1H-Pyrazol-4-yl)-4,5-dihydro-6-oxa-3-thia-1-aza-benzo[e]azulene-2-carboxylic acid), N1=CC=C(C=C1)N1CCNCCC1 (1-(pyridin-4-yl)-1,4-diazepane). Procedure details: Following the procedure for 103, 8-(1H-Pyrazol-4-yl)-4,5-dihydro-6-oxa-3-thia-1-aza-benzo[e]azulene-2-carboxylic acid (50.0 mg, 0.2 mmol) was reacted with 1-(pyridin-4-yl)-1,4-diazepane (1.2 equiv) to give 208 (M+1 473.0) Reactants: cuprous iodide, C1(=CC=CC=C1)P(C1=CC=CC=C1)C1=CC=CC=C1 (triphenylphosphine), C1(CCCC1)OC=1C=C(C=CC1OC)C1(CCC2(CC1)OCCO2)C#C (4-(3-cyclopentyloxy-4-methoxyphenyl)-1,1-(ethylenedioxy)-4-ethynylcyclohexane), COC(COC1=CC=C(C=C1)I)=O (4-iodophenoxyacetic acid methyl ester), N1CCCCC1 (piperidine). Reagents/catalysts: C=1C=CC(=CC1)[P](C=2C=CC=CC2)(C=3C=CC=CC3)[Pd]([P](C=4C=CC=CC4)(C=5C=CC=CC5)C=6C=CC=CC6)([P](C=7C=CC=CC7)(C=8C=CC=CC8)C=9C=CC=CC9)[P](C=1C=CC=CC1)(C=1C=CC=CC1)C=1C=CC=CC1 (tetrakis(triphenylphosphine)palladium). Product: C1(CCCC1)OC=1C=C(C=CC1OC)C1(CCC2(CC1)OCCO2)C#CC2=CC=C(C=C2)OCC(=O)N2CCCCC2 (4-(3-cyclopentyloxy-4-methoxyphenyl)-1,1-(ethylenedioxy)-4-(2-[4-(1-piperidinocarbonylmethoxy)phenyl]ethynyl)cyclohexane). Isolated yield 96.0%. As a reaction SMILES: [CH:1]1([O:6][C:7]2[CH:8]=[C:9]([C:15]3([C:25]#[CH:26])[CH2:20][CH2:19][C:18]4([O:24][CH2:23][CH2:22][O:21]4)[CH2:17][CH2:16]3)[CH:10]=[CH:11][C:12]=2[O:13][CH3:14])[CH2:5][CH2:4][CH2:3][CH2:2]1.CO[C:29](=[O:39])[CH2:30][O:31][C:32]1[CH:37]=[CH:36][C:35](I)=[CH:34][CH:33]=1.C1(P(C2C=CC=CC=2)C2C=CC=CC=2)C=CC=CC=1.[NH:59]1[CH2:64][CH2:63][CH2:62][CH2:61][CH2:60]1>C1C=CC([P]([Pd]([P](C2C=CC=CC=2)(C2C=CC=CC=2)C2C=CC=CC=2)([P](C2C=CC=CC=2)(C2C=CC=CC=2)C2C=CC=CC=2)[P](C2C=CC=CC=2)(C2C=CC=CC=2)C2C=CC=CC=2)(C2C=CC=CC=2)C2C=CC=CC=2)=CC=1>[CH:1]1([O:6][C:7]2[CH:8]=[C:9]([C:15]3([C:25]#[C:26][C:35]4[CH:34]=[CH:33][C:32]([O:31][CH2:30][C:29]([N:59]5[CH2:64][CH2:63][CH2:62][CH2:61][CH2:60]5)=[O:39])=[CH:37][CH:36]=4)[CH2:20][CH2:19][C:18]4([O:21][CH2:22][CH2:23][O:24]4)[CH2:17][CH2:16]3)[CH:10]=[CH:11][C:12]=2[O:13][CH3:14])[CH2:2][CH2:3][CH2:4][CH2:5]1 |^1:68,70,89,108|. Procedure details: A stirred mixture of 4-(3-cyclopentyloxy-4-methoxyphenyl)-1,1-(ethylenedioxy)-4-ethynylcyclohexane (0.150 g, 0.42 mmol) and 4-iodophenoxyacetic acid methyl ester (0.123 g, 0.42 mmol) in dry piperidine (2 mL) was treated at 80° C. for 1.5 hr by the procedure of Example 11 with a mixture of tetrakis(triphenylphosphine)palladium (0.027 g, 0.023 mmol), cuprous iodide (0.0048 g, 0.025 mmol), and triphenylphosphine (crystal). The crude product was chromatographed (silica 50 to 75% ethyl acetate in pet... The reactants are C(\C=C\C(=O)O)(=O)O (fumaric acid), Cl (HCl), [OH-].[Na+] (NaOH), C(C)N(CCCNCCN1N=CC(=C1C1=CC=CC=C1)C1=CC=CC=C1)CC (N-[3-(diethylamino)propyl]-4,5-diphenyl-1H-pyrazole-1-ethanamine), B#B (diborane), B#B (diborane). Solvent: C(C)O (ethanol), C1CCOC1 (THF), C1CCOC1 (THF). Yields the product C(\C=C\C(=O)O)(=O)O.C(C)N(CCCNCCN1N=CC(=C1C1=CC=CC=C1)C1=CC=CC=C1)CC (N-[3-(diethylamino)propyl]-4,5-diphenyl-1H-pyrazole-1-ethanamine (E)-2-butenedioate). RXN SMILES: [CH2:1]([N:3]([CH2:27][CH3:28])[CH2:4][CH2:5][CH2:6][NH:7][CH2:8][CH2:9][N:10]1[C:14]([C:15]2[CH:20]=[CH:19][CH:18]=[CH:17][CH:16]=2)=[C:13]([C:21]2[CH:26]=[CH:25][CH:24]=[CH:23][CH:22]=2)[CH:12]=[N:11]1)[CH3:2].B#B.Cl.[OH-].[Na+].[C:34]([OH:41])(=[O:40])/[CH:35]=[CH:36]/[C:37]([OH:39])=[O:38]>C1COCC1.C(O)C>[C:34]([OH:41])(=[O:40])/[CH:35]=[CH:36]/[C:37]([OH:39])=[O:38].[CH2:27]([N:3]([CH2:1][CH3:2])[CH2:4][CH2:5][CH2:6][NH:7][CH2:8][CH2:9][N:10]1[C:14]([C:15]2[CH:20]=[CH:19][CH:18]=[CH:17][CH:16]=2)=[C:13]([C:21]2[CH:22]=[CH:23][CH:24]=[CH:25][CH:26]=2)[CH:12]=[N:11]1)[CH3:28] |f:3.4,8.9|. Procedure: A solution of 11.5 g (0.029 mol) of N-[3-(diethylamino)propyl]-4,5-diphenyl-1H-pyrazole-1-ethanamine of example 12 in 160 mL of THF was added dropwise with stirring at 0° C. under nitrogen to 240 mL of a 1M THF solution of diborane (0.024 mol). The reaction was slowly heated to reflux and allowed to reflux 18 hr. The solvent and excess diborane were stripped off in vacuo, and the residue was treated with 400 mL of 6N HCl, cautiously at first, then with heating on steambath for 1 hr. The solution...